Dataset: the Open Reaction Database (ORD), a public repository of structured organic reaction records. Task: describe an organic reaction: reactants, conditions, products, and yield Reactants: C(C)C1(CCC2=CC(=CC=C12)F)O (1-ethyl-5-fluoro-indan-1-ol), [N+](=O)([O-])C=1C=CC=C2C=CNC12 (7-nitroindole). The product is C(C)C1(CCC2=CC(=CC=C12)F)C1=CNC2=C(C=CC=C12)[N+](=O)[O-] (3-(1-Ethyl-5-fluoro-indan-1-yl)-7-nitro-1H-indole). RXN SMILES: [CH2:1]([C:3]1(O)[C:11]2[C:6](=[CH:7][C:8]([F:12])=[CH:9][CH:10]=2)[CH2:5][CH2:4]1)[CH3:2].[N+:14]([C:17]1[CH:18]=[CH:19][CH:20]=[C:21]2[C:25]=1[NH:24][CH:23]=[CH:22]2)([O-:16])=[O:15]>>[CH2:1]([C:3]1([C:22]2[C:21]3[C:25](=[C:17]([N+:14]([O-:16])=[O:15])[CH:18]=[CH:19][CH:20]=3)[NH:24][CH:23]=2)[C:11]2[C:6](=[CH:7][C:8]([F:12])=[CH:9][CH:10]=2)[CH2:5][CH2:4]1)[CH3:2]. Procedure details: Utilizing 1-ethyl-5-fluoro-indan-1-ol and 7-nitroindole, the title compound is prepared as in example 1. 0.37 g (42%). NMR (400 MHz, CDCl3): δ 0.85 (t, 3H), 2.18 (m, 2H), 2.35 (m, 1H), 2.53 (m, 1H), 3.00 (m, 2H), 6.83 (t, 1H), 6.92 (t, 1H), 7.01 (m, 2H), 7.08 (s, 1H), 7.44 (d, 1H), 8.09 (d, 1H), 9.76 (s, 1H, NH). The reactants are [N+](=[N-])=C (diazomethane), ClC1=C(C(=O)O)C=CC=N1 (2-chloronicotinic acid), N(=O)CNC(=O)N (nitrosomethyl urea), [OH-].[K+] (potassium hydroxide). Run in C(C)OCC (diethyl ether). Run at time 8 hour. The product is ClC1=C(C(=O)OC)C=CC=N1 (2-chloro-nicotinic acid, methyl ester). Reaction SMILES: [N+](=[CH2:3])=[N-].N(CNC(N)=O)=O.[OH-].[K+].[Cl:13][C:14]1[N:22]=[CH:21][CH:20]=[CH:19][C:15]=1[C:16]([OH:18])=[O:17]>C(OCC)C>[Cl:13][C:14]1[N:22]=[CH:21][CH:20]=[CH:19][C:15]=1[C:16]([O:18][CH3:3])=[O:17] |f:2.3|. Procedure: To a cold diethyl ether solution containing about 2.8 g. (0.067 mole) of diazomethane generated from 10 g. of nitrosomethyl urea and 30 cc. of 40% potassium hydroxide (see Organic Synthesis, Col. 1, Vol. II, page 166) was added in portions 9.45 g. (0.06 mole) of 2-chloronicotinic acid. After the evolution of nitrogen had ceased the reaction mixture was allowed to stand at room temperature overnight. The solvent was removed in a rotary evaporator leaving 2-chloro-nicotinic acid, methyl ester as a...